Dataset: the Open Reaction Database (ORD), a public repository of structured organic reaction records. Task: describe an organic reaction: reactants, conditions, products, and yield The reactants are C(C1=CC=CC=C1)OC1=CC=C2C(=NC=NC2=C1)SCCOC (7-benzyloxy-4-(2-methoxyethylsulphanyl)quinazoline). Run in C(=O)(C(F)(F)F)O (TFA). The product is OC1=CC=C2C(=NC=NC2=C1)SCCOC (7-hydroxy-4-(2-methoxyethylsulphanyl)quinazoline). Yield: 100.2%. As a reaction SMILES: C([O:8][C:9]1[CH:18]=[C:17]2[C:12]([C:13]([S:19][CH2:20][CH2:21][O:22][CH3:23])=[N:14][CH:15]=[N:16]2)=[CH:11][CH:10]=1)C1C=CC=CC=1>C(O)(C(F)(F)F)=O>[OH:8][C:9]1[CH:18]=[C:17]2[C:12]([C:13]([S:19][CH2:20][CH2:21][O:22][CH3:23])=[N:14][CH:15]=[N:16]2)=[CH:11][CH:10]=1. Procedure: A solution of 7-benzyloxy-4-(2-methoxyethylsulphanyl)quinazoline (8 g, 24.5 mmol) in TFA (80 ml) was refluxed for 5 hours. After cooling and removal of the volatiles by evaporation, the residue was triturated with water, collected by filtration, washed with water and then ethyl acetate. The residue was resuspended in methylene chloride, filtered, washed with petroleum ether and dried under vacuum to give 7-hydroxy-4-(2-methoxyethylsulphanyl)quinazoline (5.8 g, quant.). The reactants are BrC=1C=C2C(=C(C=NC2=CC1)S(=O)(=O)C)N1CCC(CC1)C(C)N(C)C (1-{1-[6-bromo-3-(methylsulfonyl)quinolin-4-yl]piperidin-4-yl}-N,N-dimethylethanamine), ClC=1C=C(C=CC1O)B(O)O (3-chloro-4-hydroxyphenylboronic acid). Product: ClC1=C(C=CC(=C1)C=1C=C2C(=C(C=NC2=CC1)S(=O)(=O)C)N1CCC(CC1)C(C)N(C)C)O (2-Chloro-4-[4-{4-[1-(dimethylamino)ethyl]piperidin-1-yl}-3-(methylsulfonyl)quinolin-6-yl]phenol). The yield is 24.4%. Reaction SMILES: Br[C:2]1[CH:3]=[C:4]2[C:9](=[CH:10][CH:11]=1)[N:8]=[CH:7][C:6]([S:12]([CH3:15])(=[O:14])=[O:13])=[C:5]2[N:16]1[CH2:21][CH2:20][CH:19]([CH:22]([N:24]([CH3:26])[CH3:25])[CH3:23])[CH2:18][CH2:17]1.[Cl:27][C:28]1[CH:29]=[C:30](B(O)O)[CH:31]=[CH:32][C:33]=1[OH:34]>>[Cl:27][C:28]1[CH:29]=[C:30]([C:2]2[CH:3]=[C:4]3[C:9](=[CH:10][CH:11]=2)[N:8]=[CH:7][C:6]([S:12]([CH3:15])(=[O:14])=[O:13])=[C:5]3[N:16]2[CH2:17][CH2:18][CH:19]([CH:22]([N:24]([CH3:26])[CH3:25])[CH3:23])[CH2:20][CH2:21]2)[CH:31]=[CH:32][C:33]=1[OH:34]. Procedure: Following general procedure D, 1-{1-[6-bromo-3-(methylsulfonyl)quinolin-4-yl]piperidin-4-yl}-N,N-dimethylethanamine (35 mg, 0.079 mmol) was reacted with 3-chloro-4-hydroxyphenylboronic acid (26 mg, 0.150 mmol) to afford the desired product (9.4 mg, 24%) as an off-white solid: 1H NMR (500 MHz, CD3OD) δ 9.23 (s, 1H), 8.39 (d, J=1.5 Hz, 1H), 8.24-8.13 (m, 2H), 7.74 (d, J=2.2 Hz, 1H), 7.58 (dd, J=8.4, 2.3 Hz, 1H), 7.09 (d, J=8.4 Hz, 1H), 3.81-3.70 (m, 2H), 3.55 (s, 2H), 3.45 (s, 3H), 3.28-3.22 (m, 1... Starting materials: COC(=O)c1ccccc1CNc1ccc(C(C)C(=O)OC(C)(C)C)cc1Br, CO, Cl, [Li+], C1CCOC1, [OH-], O. Product: CC(C(=O)OC(C)(C)C)c1ccc(NCc2ccccc2C(=O)O)c(Br)c1. RXN SMILES: [Br:1][c:2]1[c:3]([NH:17][CH2:18][c:19]2[c:20]([C:21](=[O:22])[O:23][CH3:24])[cH:25][cH:26][cH:27][cH:28]2)[cH:4][cH:5][c:6]([CH:8]([C:9](=[O:10])[O:11][C:12]([CH3:13])([CH3:14])[CH3:15])[CH3:16])[cH:7]1.[CH3:38][OH:39].[ClH:36].[Li+:29].[O:31]1[CH2:32][CH2:33][CH2:34][CH2:35]1.[OH-:30].[OH2:37]>>[Br:1][c:2]1[c:3]([NH:17][CH2:18][c:19]2[c:20]([C:21](=[O:22])[OH:23])[cH:25][cH:26][cH:27][cH:28]2)[cH:4][cH:5][c:6]([CH:8]([C:9](=[O:10])[O:11][C:12]([CH3:13])([CH3:14])[CH3:15])[CH3:16])[cH:7]1. Starting materials: ClC=1C=CC(=C(CN2C3=C(NCC2)N=CC(=C3)C3=CC=C(C(=O)O)C=C3)C1)C(F)(F)F (4-{1-[5-chloro-2-(trifluoromethyl)benzyl]-1,2,3,4-tetrahydropyrido[2,3-b]pyrazin-7-yl}benzoic acid), NCC1=CC=CC2=CC=CC=C12 (1-(aminomethyl)naphthalene). Yields the product ClC=1C=CC(=C(CN2C3=C(NCC2)N=CC(=C3)C3=CC=C(C(=O)NCC2=CC=CC4=CC=CC=C24)C=C3)C1)C(F)(F)F (4-{1-[5-Chloro-2-(trifluoromethyl)benzyl]-1,2,3,4-tetrahydropyrido[2,3-b]pyrazin-7-yl}-N-naphthalen-1-ylmethylbenzamide). As a reaction SMILES: [Cl:1][C:2]1[CH:3]=[CH:4][C:5]([C:28]([F:31])([F:30])[F:29])=[C:6]([CH:27]=1)[CH2:7][N:8]1[CH2:13][CH2:12][NH:11][C:10]2[N:14]=[CH:15][C:16]([C:18]3[CH:26]=[CH:25][C:21]([C:22](O)=[O:23])=[CH:20][CH:19]=3)=[CH:17][C:9]1=2.[NH2:32][CH2:33][C:34]1[C:43]2[C:38](=[CH:39][CH:40]=[CH:41][CH:42]=2)[CH:37]=[CH:36][CH:35]=1>>[Cl:1][C:2]1[CH:3]=[CH:4][C:5]([C:28]([F:31])([F:30])[F:29])=[C:6]([CH:27]=1)[CH2:7][N:8]1[CH2:13][CH2:12][NH:11][C:10]2[N:14]=[CH:15][C:16]([C:18]3[CH:26]=[CH:25][C:21]([C:22]([NH:32][CH2:33][C:34]4[C:43]5[C:38](=[CH:39][CH:40]=[CH:41][CH:42]=5)[CH:37]=[CH:36][CH:35]=4)=[O:23])=[CH:20][CH:19]=3)=[CH:17][C:9]1=2. Reported procedure: 4-{1-[5-chloro-2-(trifluoromethyl)benzyl]-1,2,3,4-tetrahydropyrido[2,3-b]pyrazin-7-yl}benzoic acid was reacted with 1-(aminomethyl)naphthalene as in General Procedure 10 to give the title compound. LCMS: m/z=586.95 (M+H+); retention time=1.01 minutes. Starting materials: C(OC)(=O)Cl (methyl carbonochloridate), CCN(C(C)C)C(C)C (DIPEA), C(OC)(=O)Cl (methyl carbonochloridate), FC=1C=C(CC2NCCC(C2)C(=O)OC)C=C(C1)F (Methyl 2-(3,5-difluorobenzyl)piperidine-4-carboxylate). The solvent is C(Cl)Cl (DCM). Conditions: time 3 hour. Product: FC=1C=C(CC2N(CCC(C2)C(=O)OC)C(=O)OC)C=C(C1)F (dimethyl 2-(3,5-difluorobenzyl)piperidine-1,4-dicarboxylate). Yield: 99.3%. RXN SMILES: [F:1][C:2]1[CH:3]=[C:4]([CH:16]=[C:17]([F:19])[CH:18]=1)[CH2:5][CH:6]1[CH2:11][CH:10]([C:12]([O:14][CH3:15])=[O:13])[CH2:9][CH2:8][NH:7]1.CCN(C(C)C)C(C)C.[C:29](Cl)(=[O:32])[O:30][CH3:31]>C(Cl)Cl>[F:1][C:2]1[CH:3]=[C:4]([CH:16]=[C:17]([F:19])[CH:18]=1)[CH2:5][CH:6]1[CH2:11][CH:10]([C:12]([O:14][CH3:15])=[O:13])[CH2:9][CH2:8][N:7]1[C:29]([O:30][CH3:31])=[O:32]. Reported procedure: Methyl 2-(3,5-difluorobenzyl)piperidine-4-carboxylate (7.082 g, 26.30 mmol) was dissolved in DCM (170 mL) and DIPEA (5.50 mL, 31.56 mmol), then methyl carbonochloridate (2.88 mL, 36.58 mmol) was added. The reaction mixture was stirred at room temperature for 3 h, then additional methyl carbonochloridate (0.7 mL, 8.89 mmol) was added. The solution was stirred for 30 min then washed with 0.1 M HCl and satd NaHCO3. The organic phase was dried and concentrated to give dimethyl 2-(3,5-difluorobenzyl)... Reactants: C(=NC1CCCCC1)=NC1CCCCC1, O=C(O)Cc1ccccc1, O=S(=O)(O)O, c1ccncc1. The product is O=C(NC1CCCCC1)NC1CCCCC1. Reaction SMILES: [CH:16]1([N:22]=[C:23]=[N:24][CH:25]2[CH2:26][CH2:27][CH2:28][CH2:29][CH2:30]2)[CH2:17][CH2:18][CH2:19][CH2:20][CH2:21]1.[OH:6][C:7]([CH2:8][c:9]1[cH:10][cH:11][cH:12][cH:13][cH:14]1)=[O:15].[S:1](=[O:2])(=[O:3])([OH:4])[OH:5].[cH:31]1[cH:32][cH:33][n:34][cH:35][cH:36]1>>[O:6]=[C:23]([NH:22][CH:16]1[CH2:17][CH2:18][CH2:19][CH2:20][CH2:21]1)[NH:24][CH:25]1[CH2:26][CH2:27][CH2:28][CH2:29][CH2:30]1. Reaction SMILES: [C:1]([O:5][C:6]([N:8]1[CH2:13][CH2:12][CH:11]([NH:14][C:15]2[CH:20]=[CH:19][CH:18]=[CH:17][C:16]=2[Cl:21])[CH2:10][CH2:9]1)=[O:7])([CH3:4])([CH3:3])[CH3:2].[H-].[Na+].[CH3:24]I>CN(C=O)C>[C:1]([O:5][C:6]([N:8]1[CH2:13][CH2:12][CH:11]([N:14]([C:15]2[CH:20]=[CH:19][CH:18]=[CH:17][C:16]=2[Cl:21])[CH3:24])[CH2:10][CH2:9]1)=[O:7])([CH3:4])([CH3:2])[CH3:3] |f:1.2|. Yield: 46.5%. The product is C(C)(C)(C)OC(=O)N1CCC(CC1)N(C)C1=C(C=CC=C1)Cl (4-[(2-chloro-phenyl)-methyl-amino]-piperidine-1-carboxylic acid tert-butyl ester). Reaction conditions: temperature 45 celsius, time 30 minute. Reactants: [H-].[Na+] (NaH), C(C)(C)(C)OC(=O)N1CCC(CC1)NC1=C(C=CC=C1)Cl (4-(2-chloro-phenylamino)-piperidine-1-carboxylic acid tert-butyl ester), CI (Methyl iodide). Reported procedure: To a solution of 4-(2-chloro-phenylamino)-piperidine-1-carboxylic acid tert-butyl ester (0.166 g, 0.00053 mole), in DMF (10 mL) was added, NaH (60% w/w dispersion in oil) (0.0512 g, 0.0021 mole) and the resulting mixture was stirred at ambient temperature for 10 minutes under an atmosphere of nitrogen. Methyl iodide (0.303 g, 0.0021 mole) was then added, and the stirring was continued for 30 minutes at ambient temperature. The reaction mixture was heated to 45° C. for 30 minutes. The reaction mi... Solvent: CN(C)C=O (DMF). Reactants: CCOP(=O)(OCC)OCC, C[Si](C)(C)[O-], [K+], C1CCOC1. Yields the product CCOP(=O)([O-])OCC, [K+]. Reaction SMILES: [CH2:1]([CH3:2])[O:3][P:4](=[O:5])([O:6][CH2:7][CH3:8])[O:9][CH2:10][CH3:11].[CH3:12][Si:13]([CH3:14])([CH3:15])[O-:16].[K+:17].[O:18]1[CH2:19][CH2:20][CH2:21][CH2:22]1>>[CH2:1]([CH3:2])[O:3][P:4](=[O:5])([O:6][CH2:7][CH3:8])[O-:9].[K+:17]. The reactants are BrCc1ccccc1, C1CCOC1, C1CCOC1, COC(=O)Cc1ccccc1OC, CCCCCCC, CC(C)[N-]C(C)C, [Li+]. Yields the product COC(=O)C(Cc1ccccc1)c1ccccc1OC. Reaction SMILES: [Br:27][CH2:28][c:29]1[cH:30][cH:31][cH:32][cH:33][cH:34]1.[CH2:14]1[O:15][CH2:16][CH2:17][CH2:18]1.[CH2:42]1[O:43][CH2:44][CH2:45][CH2:46]1.[CH3:1][O:2][c:3]1[c:4]([CH2:9][C:10](=[O:11])[O:12][CH3:13])[cH:5][cH:6][cH:7][cH:8]1.[CH3:35][CH2:36][CH2:37][CH2:38][CH2:39][CH2:40][CH3:41].[CH:19]([N-:20][CH:21]([CH3:22])[CH3:23])([CH3:24])[CH3:25].[Li+:26]>>[CH3:1][O:2][c:3]1[c:4]([CH:9]([C:10](=[O:11])[O:12][CH3:13])[CH2:28][c:29]2[cH:30][cH:31][cH:32][cH:33][cH:34]2)[cH:5][cH:6][cH:7][cH:8]1.